From a dataset of the Open Reaction Database (ORD), a public repository of structured organic reaction records. describe an organic reaction: reactants, conditions, products, and yield The reactants are CC1=Cc2cc(Br)ccc2OC1(C)C, CC(C)(C)[O-], COc1cccc(S)c1, CCO, [Na+], c1ccc(P(c2ccccc2)(c2ccccc2)[Pd](P(c2ccccc2)(c2ccccc2)c2ccccc2)(P(c2ccccc2)(c2ccccc2)c2ccccc2)P(c2ccccc2)(c2ccccc2)c2ccccc2)cc1. Product: COc1cccc(Sc2ccc3c(c2)C=C(C)C(C)(C)O3)c1. As a reaction SMILES: [Br:1][c:2]1[cH:3][c:4]2[c:5]([cH:13][cH:14]1)[O:6][C:7]([CH3:11])([CH3:12])[C:8]([CH3:10])=[CH:9]2.[CH3:15][C:16]([CH3:17])([O-:18])[CH3:19].[CH3:21][O:22][c:23]1[cH:24][c:25]([SH:29])[cH:26][cH:27][cH:28]1.[CH3:30][CH2:31][OH:32].[Na+:20].[cH:33]1[cH:34][cH:35][c:36]([P:37]([Pd:38]([P:39]([c:40]2[cH:41][cH:42][cH:43][cH:44][cH:45]2)([c:46]2[cH:47][cH:48][cH:49][cH:50][cH:51]2)[c:52]2[cH:53][cH:54][cH:55][cH:56][cH:57]2)([P:58]([c:59]2[cH:60][cH:61][cH:62][cH:63][cH:64]2)([c:65]2[cH:66][cH:67][cH:68][cH:69][cH:70]2)[c:71]2[cH:72][cH:73][cH:74][cH:75][cH:76]2)[P:77]([c:78]2[cH:79][cH:80][cH:81][cH:82][cH:83]2)([c:84]2[cH:85][cH:86][cH:87][cH:88][cH:89]2)[c:90]2[cH:91][cH:92][cH:93][cH:94][cH:95]2)([c:96]2[cH:97][cH:98][cH:99][cH:100][cH:101]2)[c:102]2[cH:103][cH:104][cH:105][cH:106][cH:107]2)[cH:108][cH:109]1>>[c:2]1([S:29][c:25]2[cH:24][c:23]([O:22][CH3:21])[cH:28][cH:27][cH:26]2)[cH:3][c:4]2[c:5]([cH:13][cH:14]1)[O:6][C:7]([CH3:11])([CH3:12])[C:8]([CH3:10])=[CH:9]2.